From a dataset of the Open Reaction Database (ORD), a public repository of structured organic reaction records. describe an organic reaction: reactants, conditions, products, and yield The reactants are Cl.N[C@H](CCC1=CC=CC=C1)C(=O)O (D-Homophenylalanine hydrochloride), C(C1=CC=CC=C1)O (benzyl alcohol), O.C1(=CC=C(C=C1)S(=O)(=O)O)C (p-toluenesulfonic acid monohydrate). Run in C1=CC=CC=C1 (benzene). The product is S(=O)(=O)(O)C1=CC=C(C)C=C1.C(C1=CC=CC=C1)OC([C@H](N)CCC1=CC=CC=C1)=O (D-Homophenylalanine Benzyl ester Tosylate). The yield is 83.7%. RXN SMILES: Cl.[NH2:2][C@@H:3]([C:12]([OH:14])=[O:13])[CH2:4][CH2:5][C:6]1[CH:11]=[CH:10][CH:9]=[CH:8][CH:7]=1.[CH2:15](O)[C:16]1[CH:21]=[CH:20][CH:19]=[CH:18][CH:17]=1.O.[C:24]1([CH3:34])[CH:29]=[CH:28][C:27]([S:30]([OH:33])(=[O:32])=[O:31])=[CH:26][CH:25]=1>C1C=CC=CC=1>[S:30]([C:27]1[CH:28]=[CH:29][C:24]([CH3:34])=[CH:25][CH:26]=1)([OH:33])(=[O:32])=[O:31].[CH2:15]([O:13][C:12](=[O:14])[C@@H:3]([CH2:4][CH2:5][C:6]1[CH:7]=[CH:8][CH:9]=[CH:10][CH:11]=1)[NH2:2])[C:16]1[CH:21]=[CH:20][CH:19]=[CH:18][CH:17]=1 |f:0.1,3.4,6.7|. Procedure: A solution of D-Homophenylalanine hydrochloride (1.7 g, 7.93 mmol), benzyl alcohol (7.2 mL, 64.0 mmol) and p-toluenesulfonic acid monohydrate (1.8 g, 9.5 mmol) in benzene (30 mL) was heated at reflux in Dean Stark apparatus during 5 hrs, after which time additional benzene (100 mL) was distilled from reaction mixture. The residue was triturated with diethyl ether, the solid was filtered and dried to give title product (2.93 g). The reactants are COC1=C(C(=O)NC=2SC=C(N2)C(=O)OCC)C=C(C(=C1)OC)OC (2-[N-(2,4,5-trimethoxybenzoyl)amino]-4-(ethoxycarbonyl)-1,3-thiazole), O (water), C(CCC)NCCCC (di-n-butylamine), Cl (hydrochloric acid), ice water. The solvent is CN(C(C)=O)C (N,N-dimethylacetamide). Yields the product COC1=CC(=C(C(=O)NC=2SC=C(N2)C(=O)OCC)C=C1OC)O (2-[N-(4,5-dimethoxy-2-hydroxybenzoyl)amino]-4-(ethoxycarbonyl)-1,3-thiazole). Isolated yield 92.5%. RXN SMILES: C[O:2][C:3]1[CH:21]=[C:20]([O:22][CH3:23])[C:19]([O:24][CH3:25])=[CH:18][C:4]=1[C:5]([NH:7][C:8]1[S:9][CH:10]=[C:11]([C:13]([O:15][CH2:16][CH3:17])=[O:14])[N:12]=1)=[O:6].C(NCCCC)CCC.Cl.O>CN(C)C(=O)C>[CH3:23][O:22][C:20]1[C:19]([O:24][CH3:25])=[CH:18][C:4]([C:5]([NH:7][C:8]2[S:9][CH:10]=[C:11]([C:13]([O:15][CH2:16][CH3:17])=[O:14])[N:12]=2)=[O:6])=[C:3]([OH:2])[CH:21]=1. Procedure: A suspension (30 ml) of 2-[N-(2,4,5-trimethoxybenzoyl)amino]-4-(ethoxycarbonyl)-1,3-thiazole (10.0 g) in N,N-dimethylacetamide was allowed to dissolve with heat at a temperature of at least 150° C., and di-n-butylamine (8.8 g) was added dropwise to the solution, refluxed for 5 hours. The reaction mixture was allowed to cool, poured into a mixture of 1 N hydrochloric acid (100 ml) and ice water (100 ml), and further, water was added thereto. The crystals so precipitated were collected by filtrati... The reactants are C(C)OC(CN1C(C(C2=CC=CC=C12)(NC(=O)NC1=CC=C(C=C1)C)CC(=O)O)=O)OCC ((+)-1-(2,2-diethoxyethyl)-3-hydroxycarbonylmethyl-3-(N′-(4-methylphenyl)ureido)indolin-2-one), O (Water), NC1=CC=C(CO)C=C1 (p-aminobenzylalcohol), Cl.C(C)N=C=NCCCN(C)C (1-ethyl-3-(3-dimethylaminopropyl)-carbodiimide hydrochloride). Solvent: C(C)#N (acetonitrile), C(C)(=O)OCC (ethyl acetate). Run at temperature 22.5 celsius, time 18 hour. The product is C(C)OC(CN1C([C@@](C2=CC=CC=C12)(NC(=O)NC1=CC=C(C=C1)C)CC(=O)NC1=CC=C(C=C1)CO)=O)OCC ((3R)-1-(2,2-diethoxyethyl)-3-(4-hydroxymethylphenyl) aminocarbonylmethyl-3-(N′-(4-methylphenyl)ureido)indolin-2-one). Yield: 88.0%. As a reaction SMILES: [CH2:1]([O:3][CH:4]([O:31][CH2:32][CH3:33])[CH2:5][N:6]1[C:14]2[C:9](=[CH:10][CH:11]=[CH:12][CH:13]=2)[C:8]([CH2:26][C:27]([OH:29])=O)([NH:15][C:16]([NH:18][C:19]2[CH:24]=[CH:23][C:22]([CH3:25])=[CH:21][CH:20]=2)=[O:17])[C:7]1=[O:30])[CH3:2].[NH2:34][C:35]1[CH:42]=[CH:41][C:38]([CH2:39][OH:40])=[CH:37][CH:36]=1.Cl.C(N=C=NCCCN(C)C)C.O>C(#N)C.C(OCC)(=O)C>[CH2:1]([O:3][CH:4]([O:31][CH2:32][CH3:33])[CH2:5][N:6]1[C:14]2[C:13](=[CH:12][CH:11]=[CH:10][CH:9]=2)[C@@:8]([CH2:26][C:27]([NH:34][C:35]2[CH:42]=[CH:41][C:38]([CH2:39][OH:40])=[CH:37][CH:36]=2)=[O:29])([NH:15][C:16]([NH:18][C:19]2[CH:20]=[CH:21][C:22]([CH3:25])=[CH:23][CH:24]=2)=[O:17])[C:7]1=[O:30])[CH3:2] |f:2.3|. Procedure: (+)-1-(2,2-diethoxyethyl)-3-hydroxycarbonylmethyl-3-(N′-(4-methylphenyl)ureido)indolin-2-one (compound described in “Example 174(1)” of Japanese Patent Application Laid-Open No. 7-48349, 300 mg) was dissolved in acetonitrile (10 mL), and after adding p-aminobenzylalcohol (100 mg) and 1-ethyl-3-(3-dimethylaminopropyl)-carbodiimide hydrochloride (151 mg) in that order, the mixture was stirred at 15-30° C. for 18 hours. Water was added to the reaction solution, extraction was performed with ethyl a...